describe an organic reaction: reactants, conditions, products, and yield From a dataset of the Open Reaction Database (ORD), a public repository of structured organic reaction records. Reactants: BrC=1C=CC(=C(C#N)C1)N1C=NC(=C1)C (5-bromo-2-(4-methyl-imidazol-1-yl)-benzonitrile), ClC1=CC=C(CN2N=C(N=C2)N)C=C1 (1-(4-chloro-benzyl)-1H-[1,2,4]triazol-3-ylamine). Product: ClC1=CC=C(CN2N=C(N=C2)NC=2C=CC(=C(C#N)C2)N2C=NC(=C2)C)C=C1 (5-[1-(4-Chloro-benzyl)-1H-[1,2,4]triazol-3-ylamino]-2-(4-methyl-imidazol-1-yl)-benzonitrile), solid. Isolated yield 49.0%. As a reaction SMILES: Br[C:2]1[CH:3]=[CH:4][C:5]([N:10]2[CH:14]=[C:13]([CH3:15])[N:12]=[CH:11]2)=[C:6]([CH:9]=1)[C:7]#[N:8].[Cl:16][C:17]1[CH:29]=[CH:28][C:20]([CH2:21][N:22]2[CH:26]=[N:25][C:24]([NH2:27])=[N:23]2)=[CH:19][CH:18]=1>>[Cl:16][C:17]1[CH:29]=[CH:28][C:20]([CH2:21][N:22]2[CH:26]=[N:25][C:24]([NH:27][C:2]3[CH:3]=[CH:4][C:5]([N:10]4[CH:14]=[C:13]([CH3:15])[N:12]=[CH:11]4)=[C:6]([CH:9]=3)[C:7]#[N:8])=[N:23]2)=[CH:19][CH:18]=1. Procedure details: Prepared in analogy to example 1b) starting with 5-bromo-2-(4-methyl-imidazol-1-yl)-benzonitrile and 1-(4-chloro-benzyl)-1H-[1,2,4]triazol-3-ylamine. The title compound was obtained as a colorless solid (Yield=49%). MS ISP (m/e): 390.2 & 392.0 (100 & 48) [(M+H)+].